Dataset: the Open Reaction Database (ORD), a public repository of structured organic reaction records. Task: describe an organic reaction: reactants, conditions, products, and yield The reactants are O (water), [OH-].[Na+] (Sodium hydroxide), COC(=O)C=1N=CC(=NC1)OC1=CC2=C(CCN(CC2)C(=O)OC(C)(C)C)C=C1 (1,1-Dimethylethyl 7-({5-[(methyloxy)carbonyl]-2-pyrazinyl}oxy)-1,2,4,5-tetrahydro-3H-3-benzazepine-3-carboxylate), Cl (hydrochloric acid). The solvent is CC(=O)C (acetone). Conditions: time 25 minute. Yields the product CC(C)(C)OC(=O)N1CCC2=C(CC1)C=CC(=C2)OC=2N=CC(=NC2)C(=O)O (5-[(3-{[(1,1-Dimethylethyl)oxy]carbonyl}-2,3,4,5-tetrahydro-1H-3-benzazepin-7-yl)oxy]-2-pyrazinecarboxylic acid). Yield: 96.2%. As a reaction SMILES: [OH-].[Na+].C[O:4][C:5]([C:7]1[N:8]=[CH:9][C:10]([O:13][C:14]2[CH:31]=[CH:30][C:17]3[CH2:18][CH2:19][N:20]([C:23]([O:25][C:26]([CH3:29])([CH3:28])[CH3:27])=[O:24])[CH2:21][CH2:22][C:16]=3[CH:15]=2)=[N:11][CH:12]=1)=[O:6].Cl.O>CC(C)=O>[CH3:29][C:26]([O:25][C:23]([N:20]1[CH2:19][CH2:18][C:17]2[CH:30]=[CH:31][C:14]([O:13][C:10]3[N:11]=[CH:12][C:7]([C:5]([OH:6])=[O:4])=[N:8][CH:9]=3)=[CH:15][C:16]=2[CH2:22][CH2:21]1)=[O:24])([CH3:27])[CH3:28] |f:0.1|. Procedure: 2M Sodium hydroxide solution (110 ml) was added to a solution of 1,1-dimethylethyl 7-({5-[(methyloxy)carbonyl]-2-pyrazinyl}oxy)-1,2,4,5-tetrahydro-3H-3-benzazepine-3-carboxylate (D49, Step 1) (29.38 g, 73.6 mmol) in acetone (480 ml) and the resulting mixture was stirred at room temperature for 25 minutes. The mixture was acidified with 2M hydrochloric acid and then poured into water (2 L). The resulting white solid was collected by filtration, washed with water and dissolved in ethyl acetate (1 ... Reactants: COC(N[C@@H](C(C1=CC=CC=C1)C1=CC=CC=C1)C(NCCCC[C@@H](COP(=O)(OCC)OCC)N(CC(C)C)S(=O)(=O)C1=CC=C(C=C1)N)=O)=O ((1S,5S)-{1-[5-[(4-amino-benzenesulfonyl)-isobutyl-amino]-6-(diethoxy-phosphoryloxy)-hexylcarbamoyl]-2,2-diphenyl-ethyl}-carbamic acid methyl ester), C[Si](C)(C)Br (Trimethylsilyl bromide). Run in ClCCl (dichloromethane). Reaction conditions: time 8 hour. Yields the product COC(N[C@@H](C(C1=CC=CC=C1)C1=CC=CC=C1)C(NCCCC[C@@H](COP(=O)(O)O)N(CC(C)C)S(=O)(=O)C1=CC=C(C=C1)N)=O)=O ((1S,5S)-(1-{5-[(4-amino-benzenesulfonyl)-isobutyl-amino]-6-phosphonooxy-hexylcarbamoyl}-2,2-diphenyl-ethyl)-carbamic acid methyl ester). RXN SMILES: [CH3:1][O:2][C:3](=[O:52])[NH:4][C@H:5]([C:19](=[O:51])[NH:20][CH2:21][CH2:22][CH2:23][CH2:24][C@H:25]([N:36]([S:41]([C:44]1[CH:49]=[CH:48][C:47]([NH2:50])=[CH:46][CH:45]=1)(=[O:43])=[O:42])[CH2:37][CH:38]([CH3:40])[CH3:39])[CH2:26][O:27][P:28]([O:33]CC)([O:30]CC)=[O:29])[CH:6]([C:13]1[CH:18]=[CH:17][CH:16]=[CH:15][CH:14]=1)[C:7]1[CH:12]=[CH:11][CH:10]=[CH:9][CH:8]=1.C[Si](Br)(C)C>ClCCl>[CH3:1][O:2][C:3](=[O:52])[NH:4][C@H:5]([C:19](=[O:51])[NH:20][CH2:21][CH2:22][CH2:23][CH2:24][C@H:25]([N:36]([S:41]([C:44]1[CH:45]=[CH:46][C:47]([NH2:50])=[CH:48][CH:49]=1)(=[O:42])=[O:43])[CH2:37][CH:38]([CH3:40])[CH3:39])[CH2:26][O:27][P:28]([OH:33])([OH:30])=[O:29])[CH:6]([C:13]1[CH:18]=[CH:17][CH:16]=[CH:15][CH:14]=1)[C:7]1[CH:8]=[CH:9][CH:10]=[CH:11][CH:12]=1. Procedure details: The product of step G prepared above (152 mg) was dissolved in anhydrous dichloromethane (3.0 mL). Trimethylsilyl bromide (0.5 mL) was added at 0° C. The mixture was stirred during 1 h at this temperature and overnight at room temperature. The solvent was evaporated and 0.2 mL water was added to the residue. 3 mL EtOH was added mixed and evaporated. This step was repeated three times and the residue dried in vacuo. Yields 98 mg 70% of the title derivatives of this first example. Starting materials: CC1(OCCO1)C1=CC=C(O1)CN1N=CC(=C1)N (1-[5-(2-methyl-[1,3]dioxolan-2-yl)-furan-2-ylmethyl]-1H-pyrazol-4-ylamine), FC1=C(C=CC=C1C(F)(F)F)/C=C/C(=O)O ((E)-3-(2-fluoro-3-trifluoromethyl-phenyl)-acrylic acid). Yields the product C(C)(=O)C1=CC=C(O1)CN1N=CC(=C1)NC(\C=C\C1=C(C(=CC=C1)C(F)(F)F)F)=O ((E)-N-[1-(5-Acetyl-furan-2-ylmethyl)-1H-pyrazol-4-yl]-3-(2-fluoro-3-trifluoromethyl-phenyl)-acrylamide). Reaction SMILES: [CH3:1][C:2]1([C:7]2[O:11][C:10]([CH2:12][N:13]3[CH:17]=[C:16]([NH2:18])[CH:15]=[N:14]3)=[CH:9][CH:8]=2)[O:6]CCO1.[F:19][C:20]1[C:25]([C:26]([F:29])([F:28])[F:27])=[CH:24][CH:23]=[CH:22][C:21]=1/[CH:30]=[CH:31]/[C:32](O)=[O:33]>>[C:2]([C:7]1[O:11][C:10]([CH2:12][N:13]2[CH:17]=[C:16]([NH:18][C:32](=[O:33])/[CH:31]=[CH:30]/[C:21]3[CH:22]=[CH:23][CH:24]=[C:25]([C:26]([F:28])([F:27])[F:29])[C:20]=3[F:19])[CH:15]=[N:14]2)=[CH:9][CH:8]=1)(=[O:6])[CH3:1]. Procedure: Following general procedure B followed by either C or D, starting from 1-[5-(2-methyl-[1,3]dioxolan-2-yl)-furan-2-ylmethyl]-1H-pyrazol-4-ylamine and (E)-3-(2-fluoro-3-trifluoromethyl-phenyl)-acrylic acid. Conditions: temperature 0 celsius. Procedure: In an experiment to demonstrate this method, 4.0 g of diethyl-3-cyanopropylphosphonate in 12 ml of carbon tetrachloride, was treated with 5.6 ml of trimethylsilyl iodide. This was cooled to 0° C. and stirred for ten minutes, and allowed to warm to room temperature, forming bis(trimethylsilyl)-3-cyanopropylphosphonate. Product: C[Si](C)(C)OP(O[Si](C)(C)C)(=O)CCCC#N (bis(trimethylsilyl)-3-cyanopropylphosphonate). As a reaction SMILES: C([O:3][P:4]([CH2:9][CH2:10][CH2:11][C:12]#[N:13])(=[O:8])[O:5]CC)C.[CH3:14][Si:15](I)([CH3:17])[CH3:16]>C(Cl)(Cl)(Cl)Cl>[CH3:14][Si:15]([O:3][P:4]([CH2:9][CH2:10][CH2:11][C:12]#[N:13])(=[O:8])[O:5][Si:15]([CH3:17])([CH3:16])[CH3:14])([CH3:17])[CH3:16]. Starting materials: C(C)OP(OCC)(=O)CCCC#N (diethyl-3-cyanopropylphosphonate), C[Si](C)(C)I (trimethylsilyl iodide). Run in C(Cl)(Cl)(Cl)Cl (carbon tetrachloride). Reactants: C(C)(=O)O (acetic acid), N12CCCCCC2=NCCC1 (1,8-Diazabicyclo[5.4.0]undec-7-ene), CN(S(=O)(=O)C=1C(=CC=CC1)S(=O)(=O)N)C (N,N-dimethyl-1,2-benzenedisulfonamide), ClC1=CN(C(C(=N1)NC(OC1=CC=CC=C1)=O)=O)C (phenyl (6-chloro-3,4-dihydro-4-methyl-3-oxopyrazin-2-yl)carbamate). Run in C(C)#N (acetonitrile). Reaction conditions: time 3 hour. Yields the product ClC1=CN(C(C(=N1)NC(=O)NS(=O)(=O)C=1C(=CC=CC1)S(=O)(=O)N(C)C)=O)C (N'-[(6-chloro-3,4-dihydro-4-methyl-3-oxopyrazin-2-yl)aminocarbonyl]-N,N-dimethyl-1,2-benzenedisulfonamide). The yield is 84.5%. RXN SMILES: N12CCCN=C1CCCCC2.[CH3:12][N:13]([CH3:27])[S:14]([C:17]1[C:18]([S:23]([NH2:26])(=[O:25])=[O:24])=[CH:19][CH:20]=[CH:21][CH:22]=1)(=[O:16])=[O:15].[Cl:28][C:29]1[N:34]=[C:33]([NH:35][C:36](=O)[O:37]C2C=CC=CC=2)[C:32](=[O:45])[N:31]([CH3:46])[CH:30]=1.C(O)(=O)C>C(#N)C>[Cl:28][C:29]1[N:34]=[C:33]([NH:35][C:36]([NH:26][S:23]([C:18]2[C:17]([S:14]([N:13]([CH3:27])[CH3:12])(=[O:16])=[O:15])=[CH:22][CH:21]=[CH:20][CH:19]=2)(=[O:25])=[O:24])=[O:37])[C:32](=[O:45])[N:31]([CH3:46])[CH:30]=1. Reported procedure: 1,8-Diazabicyclo[5.4.0]undec-7-ene (0.30 mL, 2.00 mmol) was added dropwise over two minutes to a mixture of N,N-dimethyl-1,2-benzenedisulfonamide (0.53 g, 2.00 mmol) and phenyl (6-chloro-3,4-dihydro-4-methyl-3-oxopyrazin-2-yl)carbamate (0.56 g, 2.00 mmol) in anhydrous acetonitrile (20 mL) under nitrogen. After 3 hours at room temperature, glacial acetic acid (0.12 mL, 2.10 mmol) was added. The solvent was rotary evaporated and the residue was chromatographed on a column of silica gel using a sol... Starting materials: Cl (HCl), COC(CNC=1C=NC(=CC1)OC)=O ((6-methoxy-pyridin-3-ylamino)-acetic acid methyl ester), [OH-].[Li+] (lithium hydroxide). Solvent: O1CCOCC1 (dioxane), O (water). Run at time 3 hour. Yields the product COC1=CC=C(C=N1)NCC(=O)O ((6-Methoxy-pyridin-3-ylamino)-acetic Acid). RXN SMILES: C[O:2][C:3](=[O:14])[CH2:4][NH:5][C:6]1[CH:7]=[N:8][C:9]([O:12][CH3:13])=[CH:10][CH:11]=1.[OH-].[Li+].Cl>O1CCOCC1.O>[CH3:13][O:12][C:9]1[N:8]=[CH:7][C:6]([NH:5][CH2:4][C:3]([OH:14])=[O:2])=[CH:11][CH:10]=1 |f:1.2|. Procedure details: To a solution of (6-methoxy-pyridin-3-ylamino)-acetic acid methyl ester, 113 mg (0.58 mmol) in 10 mL of dioxane was added a solution of 70 mg (2.9 mmol) of lithium hydroxide in 10 mL of water. The reaction mixture was stirred for three hours, acidified to pH=1 with 5 N HCl and concentrated to dryness to yield the crude desired product which was carried on without further purification. MS (IS) 183.1 (M+1).